Dataset: the Open Reaction Database (ORD), a public repository of structured organic reaction records. Task: describe an organic reaction: reactants, conditions, products, and yield Starting materials: [Al+3], Cc1cccc(Nc2ccccc2C(=O)O)c1C, [H-], [H-], [H-], [H-], [Li+]. The product is Cc1cccc(Nc2ccccc2CO)c1C. RXN SMILES: [Al+3:20].[CH3:1][c:2]1[c:3]([NH:9][c:10]2[c:11]([C:12](=[O:13])[OH:14])[cH:15][cH:16][cH:17][cH:18]2)[cH:4][cH:5][cH:6][c:7]1[CH3:8].[H-:19].[H-:22].[H-:23].[H-:24].[Li+:21]>>[CH3:1][c:2]1[c:3]([NH:9][c:10]2[c:11]([CH2:12][OH:13])[cH:15][cH:16][cH:17][cH:18]2)[cH:4][cH:5][cH:6][c:7]1[CH3:8].